From a dataset of the Open Reaction Database (ORD), a public repository of structured organic reaction records. describe an organic reaction: reactants, conditions, products, and yield Starting materials: C1(=CC=CC=C1)SC1C(C1C(=O)O)(C)C (3-phenylthio-2,2-dimethylcyclopropanecarboxylic acid), FC1=C(C=C(CBr)C=C1)OC1=CC=CC=C1 (4-fluoro-3-phenoxybenzyl bromide). The product is C1(=CC=CC=C1)SC1C(C1C(=O)OCC1=CC(=C(C=C1)F)OC1=CC=CC=C1)(C)C (4-fluoro-3-phenoxybenzyl 3-phenylthio-2,2-dimethylcyclopropanecarboxylate). As a reaction SMILES: [C:1]1([S:7][CH:8]2[CH:10]([C:11]([OH:13])=[O:12])[C:9]2([CH3:15])[CH3:14])[CH:6]=[CH:5][CH:4]=[CH:3][CH:2]=1.[F:16][C:17]1[CH:24]=[CH:23][C:20]([CH2:21]Br)=[CH:19][C:18]=1[O:25][C:26]1[CH:31]=[CH:30][CH:29]=[CH:28][CH:27]=1>>[C:1]1([S:7][CH:8]2[CH:10]([C:11]([O:13][CH2:21][C:20]3[CH:23]=[CH:24][C:17]([F:16])=[C:18]([O:25][C:26]4[CH:27]=[CH:28][CH:29]=[CH:30][CH:31]=4)[CH:19]=3)=[O:12])[C:9]2([CH3:15])[CH3:14])[CH:2]=[CH:3][CH:4]=[CH:5][CH:6]=1. Procedure: Using the method of Example 3, 3-phenylthio-2,2-dimethylcyclopropanecarboxylic acid is reacted with 4-fluoro-3-phenoxybenzyl bromide to yield 4-fluoro-3-phenoxybenzyl 3-phenylthio-2,2-dimethylcyclopropanecarboxylate.